Dataset: the Open Reaction Database (ORD), a public repository of structured organic reaction records. Task: describe an organic reaction: reactants, conditions, products, and yield Reactants: C[Se]c1ccccc1S(=O)(=O)N=C=O, Cc1cc(C)nc(N)n1, ClCCl. The product is C[Se]c1ccccc1S(=O)(=O)NC(=O)Nc1nc(C)cc(C)n1. RXN SMILES: [CH3:10][Se:11][c:12]1[c:13]([S:18](=[O:19])(=[O:20])[N:21]=[C:22]=[O:23])[cH:14][cH:15][cH:16][cH:17]1.[CH3:1][c:2]1[n:3][c:4]([NH2:9])[n:5][c:6]([CH3:8])[cH:7]1.[Cl:24][CH2:25][Cl:26]>>[CH3:1][c:2]1[n:3][c:4]([NH:9][C:22]([NH:21][S:18]([c:13]2[c:12]([Se:11][CH3:10])[cH:17][cH:16][cH:15][cH:14]2)(=[O:19])=[O:20])=[O:23])[n:5][c:6]([CH3:8])[cH:7]1. The reactants are CC1(OC2=CC=C(C=C2C(C1)=O)C#C[Si](C)(C)C)C (2,2-dimethyl-6-trimethylsilanylethynyl-chroman-4-one), CC1(OC2=CC=C(C=C2C(C1)=O)C#C[Si](C)(C)C)C (2,2-dimethyl-6-trimethylsilanylethynyl-chroman-4-one), C(=O)([O-])[O-].[K+].[K+] (K2CO3). The solvent is CCOC(=O)C (EtOAc), CO (MeOH). Conditions: time 24 hour. The product is CC1(OC2=CC=C(C=C2C(C1)=O)C#C)C (2,2-Dimethyl-6-ethynyl-chroman-4-one). The yield is 91.0%. As a reaction SMILES: [CH3:1][C:2]1([CH3:19])[CH2:11][C:10](=[O:12])[C:9]2[C:4](=[CH:5][CH:6]=[C:7]([C:13]#[C:14][Si](C)(C)C)[CH:8]=2)[O:3]1.C([O-])([O-])=O.[K+].[K+]>CO.CCOC(C)=O>[CH3:1][C:2]1([CH3:19])[CH2:11][C:10](=[O:12])[C:9]2[C:4](=[CH:5][CH:6]=[C:7]([C:13]#[CH:14])[CH:8]=2)[O:3]1 |f:1.2.3|. Procedure details: To a solution of 2,2-dimethyl-6-trimethylsilanylethynyl-chroman-4-one (Compound 261, 4.05 g, 14.87 mmol) in 60.0 mL of MeOH was added K2CO3 (410.9 mg, 2.97 mmol) The resulting mixture was stirred at room temperature for 24 hours, diluted with EtOAc (100 mL) and washed with H2O and saturated aqueous NaCl, and dried over Na2SO4. Concentration of this solution under reduced pressure afforded 2.71 g (91%) of the product as a tan solid. 1H NMR (300 MHz, CDCl3) δ: 8.01 (1H, d, J=2.2 Hz), 7.56 (1H, dd,... The reactants are C(C1=CC=CC=C1)N1CCC(CC1)O (1-benzyl-4-hydroxy-piperidine), [H-].[Na+] (NaH), NC1=CC=C(C(=O)OC)C=C1 (methyl 4-amino-benzoate), O (water). Run in C1(=CC=CC=C1)C (toluene), C1(=CC=CC=C1)C (toluene). Yields the product NC1=CC=C(C(=O)OC2CCN(CC2)CC2=CC=CC=C2)C=C1 (1-benzyl-piperidin-4-yl 4-amino-benzoate). The yield is 38.7%. RXN SMILES: [CH2:1]([N:8]1[CH2:13][CH2:12][CH:11]([OH:14])[CH2:10][CH2:9]1)[C:2]1[CH:7]=[CH:6][CH:5]=[CH:4][CH:3]=1.[H-].[Na+].[NH2:17][C:18]1[CH:27]=[CH:26][C:21]([C:22](OC)=[O:23])=[CH:20][CH:19]=1.O>C1(C)C=CC=CC=1>[NH2:17][C:18]1[CH:27]=[CH:26][C:21]([C:22]([O:14][CH:11]2[CH2:12][CH2:13][N:8]([CH2:1][C:2]3[CH:3]=[CH:4][CH:5]=[CH:6][CH:7]=3)[CH2:9][CH2:10]2)=[O:23])=[CH:20][CH:19]=1 |f:1.2|. Procedure details: 3.98 g (0.02 mol) of 1-benzyl-4-hydroxy-piperidine in 70 ml of toluene were treated with 0.624 g of NaH (50%) and heated at reflux for 1 1/2 hr. while gassing with argon. Subsequently, 3.32 g (0.022 mol) of methyl 4-amino-benzoate dissolved in 80 ml of toluene were added dropwise over 1/2 hr. and the mixture was heated at reflux for a further 2 hrs. The suspension obtained was added to 400 mi of water and the mixture was stirred. The precipitate was filtered off under suction and washed with tol... Starting materials: Brc1c[nH]cn1, FC(F)(F)COc1cc(-c2cc(C(F)(F)F)nc(Cl)n2)ccc1C(F)(F)F. Yields the product FC(F)(F)COc1cc(-c2cc(C(F)(F)F)nc(-n3cnc(Br)c3)n2)ccc1C(F)(F)F. As a reaction SMILES: [Br:28][c:29]1[n:30][cH:31][nH:32][cH:33]1.[Cl:1][c:2]1[n:3][c:4]([C:24]([F:25])([F:26])[F:27])[cH:5][c:6](-[c:8]2[cH:9][c:10]([O:18][CH2:19][C:20]([F:21])([F:22])[F:23])[c:11]([C:14]([F:15])([F:16])[F:17])[cH:12][cH:13]2)[n:7]1>>[c:2]1(-[n:32]2[cH:31][n:30][c:29]([Br:28])[cH:33]2)[n:3][c:4]([C:24]([F:25])([F:26])[F:27])[cH:5][c:6](-[c:8]2[cH:9][c:10]([O:18][CH2:19][C:20]([F:21])([F:22])[F:23])[c:11]([C:14]([F:15])([F:16])[F:17])[cH:12][cH:13]2)[n:7]1. The reactants are CC1CCC(C2=CC=CC=C12)=O (4-methyl-1-tetralone), Cl.NO (hydroxylamine hydrochloride), C([O-])(O)=O.[Na+] (sodium bicarbonate). The solvent is CO (methanol). Reaction conditions: time 16 hour. The product is CC1CCC(C2=CC=CC=C12)=NO (4-Methyl-1-tetralone oxime). Reaction SMILES: [CH3:1][CH:2]1[C:11]2[C:6](=[CH:7][CH:8]=[CH:9][CH:10]=2)[C:5](=O)[CH2:4][CH2:3]1.Cl.[NH2:14][OH:15].C(=O)(O)[O-].[Na+]>CO>[CH3:1][CH:2]1[C:11]2[C:6](=[CH:7][CH:8]=[CH:9][CH:10]=2)[C:5](=[N:14][OH:15])[CH2:4][CH2:3]1 |f:1.2,3.4|. Procedure: A solution of 801 mg (5.0 mmol) of 4-methyl-1-tetralone in 20 mL of dry methanol was treated with 417 mg of hydroxylamine hydrochloride (6.0 mmol, 1.2 eq) and 504 mg (6.0 mmol, 1.2 eq) of sodium bicarbonate and the resulting mixture was stirred at room temperature for 16 hours. The solid was filtered off and the solvent was removed under vacuum. The white residue was redissolved in 10 mL of methylene chloride and filtered. The filtrate was evaporated to dryness under vacuum to give the product i...